describe an organic reaction: reactants, conditions, products, and yield From a dataset of the Open Reaction Database (ORD), a public repository of structured organic reaction records. Starting materials: C(=O)C1=CC=C(C(=O)OCC2=CC=CC=C2)C=C1 (benzyl 4-formylbenzoate), C1CCOC1 (THF), CO (methyl alcohol), [BH4-].[Na+] (sodium borohydride). Solvent: O (water). Conditions: time 2 hour. Product: OCC1=C(C(=O)OCC2=CC=CC=C2)C=CC=C1 (Benzyl hydroxymethylbenzoate). Reaction SMILES: C([C:3]1[CH:18]=[CH:17][C:6]([C:7]([O:9][CH2:10][C:11]2[CH:16]=[CH:15][CH:14]=[CH:13][CH:12]=2)=[O:8])=[CH:5][CH:4]=1)=O.C1C[O:22][CH2:21]C1.CO.[BH4-].[Na+]>O>[OH:22][CH2:21][C:5]1[CH:4]=[CH:3][CH:18]=[CH:17][C:6]=1[C:7]([O:9][CH2:10][C:11]1[CH:12]=[CH:13][CH:14]=[CH:15][CH:16]=1)=[O:8] |f:3.4|. Reported procedure: 10.3 g (43 mmol) of benzyl 4-formylbenzoate, 50 ml of THF and 50 ml of methyl alcohol are introduced into a round-bottomed flask. While cooling in an icebath, 820 mg (21.5 mmol) of sodium borohydride are added in small portions and the mixture is stirred at room temperature for two hours. The reaction medium is poured into water, the mixture is extracted with ethyl ether and the organic phase is separated after settling has taken place, dried over magnesium sulphate and evaporated. 10.4 g (100%)... The reactants are CCN(C(C)C)C(C)C (Hunig's base), N1(CC1)[C@]12[C@@H]([C@H]3CC[C@@H]4[C@]5(CC=C(C([C@@H]5CC[C@]4([C@@]3(CC1)C)C)(C)C)C1=CCC(CC1)C(=O)OCC)C)[C@@H](CC2)C(=C)C (ethyl 4-((1R,3 aS,5aR,5bR,7aR,11aS,11bR,13aR,13bR)-3a-(aziridin-1-yl)-5a,5b,8,8,11a-pentamethyl-1-(prop-1-en-2-yl)-2,3,3a,4,5,5a,5b,6,7,7a,8,11,11a,11b,12,13,13a,13b-octadecahydro-1H-cyclopenta[a]chrysen-9-yl)cyclohex-3-enecarboxylate), CS(=O)(=O)C1CCNCC1 (4-(methylsulfonyl)piperidine). Solvent: O1CCOCC1 (1,4-dioxane). Reaction conditions: temperature 100 celsius. The product is C[C@]12CC[C@@]3([C@@H]([C@H]2CC[C@@H]2[C@]4(CC=C(C([C@@H]4CC[C@@]12C)(C)C)C1=CCC(CC1)C(=O)OCC)C)[C@@H](CC3)C(=C)C)NCCN3CCC(CC3)S(=O)(=O)C (ethyl 4-((1R,3aS,5aR,5bR,7aR,11aS,11bR,13aR,13bR)-5a,5b,8,8,11a-pentamethyl-3a-((2-(4-(methylsulfonyl)piperidin-1-yl)ethyl)amino)-1-(prop-1-en-2-yl)-2,3,3a,4,5,5a,5b,6,7,7a,8,11,11a,11b,12,13,13a,13b-octadecahydro-1H-cyclopenta[a]chrysen-9-yl)cyclohex-3-enecarboxylate). Yield: 51.1%. As a reaction SMILES: [N:1]1([C@:4]23[CH2:40][CH2:39][C@@H:38]([C:41]([CH3:43])=[CH2:42])[C@@H:5]2[C@@H:6]2[C@@:19]([CH3:22])([CH2:20][CH2:21]3)[C@@:18]3([CH3:23])[C@@H:9]([C@:10]4([CH3:37])[C@@H:15]([CH2:16][CH2:17]3)[C:14]([CH3:25])([CH3:24])[C:13]([C:26]3[CH2:31][CH2:30][CH:29]([C:32]([O:34][CH2:35][CH3:36])=[O:33])[CH2:28][CH:27]=3)=[CH:12][CH2:11]4)[CH2:8][CH2:7]2)[CH2:3][CH2:2]1.CCN(C(C)C)C(C)C.[CH3:53][S:54]([CH:57]1[CH2:62][CH2:61][NH:60][CH2:59][CH2:58]1)(=[O:56])=[O:55]>O1CCOCC1>[CH3:22][C@:19]12[C@@:18]3([CH3:23])[C@@H:9]([C@:10]4([CH3:37])[C@@H:15]([CH2:16][CH2:17]3)[C:14]([CH3:24])([CH3:25])[C:13]([C:26]3[CH2:31][CH2:30][CH:29]([C:32]([O:34][CH2:35][CH3:36])=[O:33])[CH2:28][CH:27]=3)=[CH:12][CH2:11]4)[CH2:8][CH2:7][C@@H:6]1[C@H:5]1[C@H:38]([C:41]([CH3:43])=[CH2:42])[CH2:39][CH2:40][C@:4]1([NH:1][CH2:2][CH2:3][N:60]1[CH2:61][CH2:62][CH:57]([S:54]([CH3:53])(=[O:56])=[O:55])[CH2:58][CH2:59]1)[CH2:21][CH2:20]2. Reported procedure: To a flask containing a suspension of the crude ethyl 4-((1R,3 aS,5aR,5bR,7aR,11aS,11bR,13aR,13bR)-3a-(aziridin-1-yl)-5a,5b,8,8,11a-pentamethyl-1-(prop-1-en-2-yl)-2,3,3a,4,5,5a,5b,6,7,7a,8,11,11a,11b,12,13,13a,13b-octadecahydro-1H-cyclopenta[a]chrysen-9-yl)cyclohex-3-enecarboxylate (0.055 g, 0.094 mmol) in 1,4-dioxane (2 mL) was added Hunig's base (0.098 mL, 0.561 mmol) followed by 4-(methylsulfonyl)piperidine (0.076 g, 0.468 mmol). The mixture was heated to 100° C. for 20.5 h then was cooled to... The reactants are FC(CO)(F)F (2,2,2-trifluoroethanol), Cl (HCl), [H-].[Na+] (sodium hydride), ClC1=C(C=CC=C1Cl)[N+](=O)[O-] (2,3-dichloronitrobenzene). The solvent is CN(C)C=O (DMF), CCCCCC (hexane), CN(C)C=O (DMF). Run at time 2 hour. The product is ClC=1C(=C(C=CC1)[N+](=O)[O-])OCC(F)(F)F (3-Chloro-2-(2,2,2-trifluoroethoxy)nitrobenzene). Reaction SMILES: [H-].[Na+].[F:3][C:4]([F:8])([F:7])[CH2:5][OH:6].Cl[C:10]1[C:15]([Cl:16])=[CH:14][CH:13]=[CH:12][C:11]=1[N+:17]([O-:19])=[O:18].Cl>CN(C=O)C.CCCCCC>[Cl:16][C:15]1[C:10]([O:6][CH2:5][C:4]([F:8])([F:7])[F:3])=[C:11]([N+:17]([O-:19])=[O:18])[CH:12]=[CH:13][CH:14]=1 |f:0.1|. Reported procedure: According to the procedure of J. T. Gupton et al, Can. J. Chem. 63, 3037 (1985), a suspension of hexane-washed sodium hydride (8.4 g, 0.21 mol) in DMF (250 mL) was added to 2,2,2-trifluoroethanol (22.1 mL, 0.3 mol) dropwise in 200 mL of DMF at room temperature over 60 minutes (excessive frothing occurs if added too fast). After stirring an additional 30 minutes 2,3-dichloronitrobenzene (38 g, 0.20 mol) was added in one portion. The resulting mixture was stirred at room temperature for 2 hours. T... Reactants: ClC1=C(C=CC(=C1)Cl)C1=CC(=C(C=C1)CC)C1C(C(OC(C1=O)(C)C)(C)C)=O (4-(2′,4′-dichloro-4-ethylbiphenyl-3-yl)-2,2,6,6-tetramethylpyran-3,5-dione), S(=O)(=O)(Cl)Cl (sulfuryl chloride). Procedure: To a solution of 4-(2′,4′-dichloro-4-ethylbiphenyl-3-yl)-2,2,6,6-tetramethylpyran-3,5-dione (0.220 g, 0.525 mmol) in dry chloroform (4 ml) is added sulfuryl chloride (0.085 ml, 1.05 mmol), followed by stirring at room temperature for 4 hours. After dilution with diethyl ether (150 ml) the organic phase is washed with saturated sodium carbonate (150 ml) then dried over magnesium sulphate and the filtrate concentrated in vacuo to afford 4-chloro-4-(2′,4′-dichloro-4-ethylbiphen-3-yl)-2,2,6,6-tetram... As a reaction SMILES: [Cl:1][C:2]1[CH:7]=[C:6]([Cl:8])[CH:5]=[CH:4][C:3]=1[C:9]1[CH:14]=[CH:13][C:12]([CH2:15][CH3:16])=[C:11]([CH:17]2[C:22](=[O:23])[C:21]([CH3:25])([CH3:24])[O:20][C:19]([CH3:27])([CH3:26])[C:18]2=[O:28])[CH:10]=1.S(Cl)([Cl:32])(=O)=O>C(Cl)(Cl)Cl>[Cl:32][C:17]1([C:11]2[CH:10]=[C:9]([C:3]3[CH:4]=[CH:5][C:6]([Cl:8])=[CH:7][C:2]=3[Cl:1])[CH:14]=[CH:13][C:12]=2[CH2:15][CH3:16])[C:22](=[O:23])[C:21]([CH3:25])([CH3:24])[O:20][C:19]([CH3:27])([CH3:26])[C:18]1=[O:28]. Yields the product ClC1(C(C(OC(C1=O)(C)C)(C)C)=O)C1=C(C=CC(=C1)C1=C(C=C(C=C1)Cl)Cl)CC (4-chloro-4-(2′,4′-dichloro-4-ethylbiphen-3-yl)-2,2,6,6-tetramethylpyran-3,5-dione). The yield is 96.1%. Solvent: C(Cl)(Cl)Cl (chloroform). Conditions: time 4 hour.